This data is from the Open Reaction Database (ORD), a public repository of structured organic reaction records. The task is: describe an organic reaction: reactants, conditions, products, and yield The reactants are N1C=CC=2C1=NC=CC2 (1H-pyrrolo[2,3-b]pyridine), C=O (formaldehyde), FC1=C(C=CC=C1)N1CCNCC1 (1-(2-fluorophenyl)piperazine), C(C)(=O)[O-].[Na+] (sodium acetate). The product is FC1=C(C=CC=C1)N1CCN(CC1)CC1=CC=2C(=NC=CC2)N1 (2-{[4-(2-fluorophenyl)-1-piperazinyl]methyl}-1H-pyrrolo[2,3-b]pyridine). Reaction SMILES: [NH:1]1[C:5]2=[N:6][CH:7]=[CH:8][CH:9]=[C:4]2[CH:3]=[CH:2]1.[F:10][C:11]1[CH:16]=[CH:15][CH:14]=[CH:13][C:12]=1[N:17]1[CH2:22][CH2:21][NH:20][CH2:19][CH2:18]1.[C:23]([O-])(=O)C.[Na+].C=O>>[F:10][C:11]1[CH:16]=[CH:15][CH:14]=[CH:13][C:12]=1[N:17]1[CH2:22][CH2:21][N:20]([CH2:23][C:2]2[NH:1][C:5]3=[N:6][CH:7]=[CH:8][CH:9]=[C:4]3[CH:3]=2)[CH2:19][CH2:18]1 |f:2.3|. Procedure details: 1H-pyrrolo[2,3-b]pyridine (47 mg, 0.40 mmol),1-(2-fluorophenyl)piperazine (72.0 mg, 0.48 mmol), sodium acetate (72 mg, 0.53 mmol), and formaldehyde (0.48 mmol) were processed as described in Example 18 to provide the title compound. 1H NMR (300 MHz, DMSO-d6) δ 2.62 (m, 4H) 3.14 (m, 4H) 4.03 (s, 2H) 5.60 (s, 1H) 7.09 (m, 3H) 7.14 (m, 2H) 8.06 (dd, J=8.31, 1.53 Hz, 1H) 8.20 (dd, J=4.75, 1.70 Hz, 1H). (ESI) m/z 311 (M+H)+. The reactants are ClC1=NC(=C(C(=C1C(=O)OCC)C(=O)OCC)[N+](=O)[O-])C1=CC(=CC=C1)[N+](=O)[O-] (2-chloro-3,4-diethoxycarbonyl-5-nitro-6-(3-nitrophenyl)pyridine), reduced iron, Cl (hydrochloric acid). Run in C(C)O (ethanol). Reaction conditions: temperature 60 celsius. Yields the product NC=1C(=NC(=C(C1C(=O)OCC)C(=O)OCC)Cl)C1=CC(=CC=C1)N (3-Amino-6-chloro-4,5-diethoxycarbonyl-2-(3-aminophenyl)pyridine). Isolated yield 91.3%. Reaction SMILES: [Cl:1][C:2]1[C:7]([C:8]([O:10][CH2:11][CH3:12])=[O:9])=[C:6]([C:13]([O:15][CH2:16][CH3:17])=[O:14])[C:5]([N+:18]([O-])=O)=[C:4]([C:21]2[CH:26]=[CH:25][CH:24]=[C:23]([N+:27]([O-])=O)[CH:22]=2)[N:3]=1.Cl>C(O)C>[NH2:18][C:5]1[C:4]([C:21]2[CH:26]=[CH:25][CH:24]=[C:23]([NH2:27])[CH:22]=2)=[N:3][C:2]([Cl:1])=[C:7]([C:8]([O:10][CH2:11][CH3:12])=[O:9])[C:6]=1[C:13]([O:15][CH2:16][CH3:17])=[O:14]. Procedure: In 8 ml of ethanol were suspended 0.37 g of 2-chloro-3,4-diethoxycarbonyl-5-nitro-6-(3-nitrophenyl)pyridine and 0.45 g of reduced iron, and the suspension was heated to 60° C. After 1.9 ml of conc. hydrochloric acid was added thereto, the mixture was heated for 30 minutes under reflux. After the reaction mixture was concentrated, the residue was extracted with ethyl acetate, followed by washing with an aqueous solution of sodium hydrogencarbonate and an aqueous solution of sodium chloride and dr...